From a dataset of the Open Reaction Database (ORD), a public repository of structured organic reaction records. describe an organic reaction: reactants, conditions, products, and yield Reactants: FC(COC=1C(=CC=2CC[C@H]3[C@@H]4CC[C@@H]([C@@]4(C)CC[C@@H]3C2C1)OCC1=CC=CC=C1)OCC1=CC=CC=C1)(F)F (2-(2',2',2'-Trifluoroethoxy)-3,17β-Dibenzyloxyestra-1,3,5(10)-Triene). The reagents and catalysts are [OH-].[OH-].[Pd+2] (Pd(OH)2). Run in C1CCOC1 (THF). Run at time 24 hour. Product: FC(COC=1C(=CC=2CC[C@H]3[C@@H]4CC[C@@H]([C@@]4(C)CC[C@@H]3C2C1)O)O)(F)F (2-(2',2',2'-Trifluoroethoxy)estra-1,3,5(10)-Trien-3,17β-Diol). Isolated yield 75.0%. Reaction SMILES: [F:1][C:2]([F:40])([F:39])[CH2:3][O:4][C:5]1[C:6]([O:31]CC2C=CC=CC=2)=[CH:7][C:8]2[CH2:9][CH2:10][C@@H:11]3[C@@H:20]([C:21]=2[CH:22]=1)[CH2:19][CH2:18][C@@:16]1([CH3:17])[C@H:12]3[CH2:13][CH2:14][C@@H:15]1[O:23]CC1C=CC=CC=1>C1COCC1.[OH-].[OH-].[Pd+2]>[F:1][C:2]([F:39])([F:40])[CH2:3][O:4][C:5]1[C:6]([OH:31])=[CH:7][C:8]2[CH2:9][CH2:10][C@@H:11]3[C@@H:20]([C:21]=2[CH:22]=1)[CH2:19][CH2:18][C@@:16]1([CH3:17])[C@H:12]3[CH2:13][CH2:14][C@@H:15]1[OH:23] |f:2.3.4|. Procedure: Pd(OH)2 --C(20%, 1.0 g) was added carefully under argon atmosphere to a solution of estradiol (7) (1.0 g, 1.8 mmol) in anhydrous THF (50 mL). The resulting mixture was hydrogenated at 45-50 psi on a Parr apparatus for 24 h. The catalyst was removed by filtration using a celite pad under argon atmosphere, and the pad was washed with dichloromethane (200 mL). Evaporation of the filtrate under reduced pressure, followed by purification on a silica gel column, gave compound (9) (0.5 g, 75%): mp 167-... Starting materials: S(=O)(=O)([O-])[O-].[Na+].[Na+] (sodium sulfate), CCCCC(CC)CCC(CCC(CC)CC)O (3,9-diethyltridecanol-6). Yields the product C(CCCCCCCCCCCC)OS(=O)(=O)[O-].[Na+] (sodium tridecylsulfate). RXN SMILES: [S:1]([O-:5])([O-:4])(=[O:3])=[O:2].[Na+:6].[Na+].[CH3:8][CH2:9][CH2:10][CH2:11][CH:12]([CH2:15][CH2:16][CH:17](O)[CH2:18][CH2:19][CH:20](CC)[CH2:21][CH3:22])CC>>[CH2:22]([O:2][S:1]([O-:5])(=[O:4])=[O:3])[CH2:21][CH2:20][CH2:19][CH2:18][CH2:17][CH2:16][CH2:15][CH2:12][CH2:11][CH2:10][CH2:9][CH3:8].[Na+:6] |f:0.1.2,4.5|. Procedure: sodium sulfate of 3,9-diethyltridecanol-6